This data is from the Open Reaction Database (ORD), a public repository of structured organic reaction records. The task is: describe an organic reaction: reactants, conditions, products, and yield Yields the product ClC1=C(OCC(=O)O)C=CC(=C1Cl)C(C1=C(C=CC=C1)F)=NO (2,3-dichloro-4-(2-fluorobenzohydroximoyl)phenoxyacetic acid). Run in N1=CC=CC=C1 (pyridine). Procedure details: A mixture of 1.0 g of 2.3-dichloro-4-(2-fluorobenzoyl)phenoxyacetic acid and 1 g of hydroxylamine hydrochloride in 10 ml of pyridine is refluxed for 2 hours. Thereafter, the solvent is evaporated in vacuo and the residue is stirred for 16 hours with 5% hydrochloric acid. The product is filtered off and the collected solid is recrystallized from aqueous ethyl alcohol to give the product 2,3-dichloro-4-(2-fluorobenzohydroximoyl)phenoxyacetic acid having a melting point of 91° to 96° C. Starting materials: ClC1=C(OCC(=O)O)C=CC(=C1Cl)C(C1=C(C=CC=C1)F)=O (2.3-dichloro-4-(2-fluorobenzoyl)phenoxyacetic acid), Cl.NO (hydroxylamine hydrochloride). As a reaction SMILES: [Cl:1][C:2]1[C:12]([Cl:13])=[C:11]([C:14](=O)[C:15]2[CH:20]=[CH:19][CH:18]=[CH:17][C:16]=2[F:21])[CH:10]=[CH:9][C:3]=1[O:4][CH2:5][C:6]([OH:8])=[O:7].Cl.[NH2:24][OH:25]>N1C=CC=CC=1>[Cl:1][C:2]1[C:12]([Cl:13])=[C:11]([C:14](=[N:24][OH:25])[C:15]2[CH:20]=[CH:19][CH:18]=[CH:17][C:16]=2[F:21])[CH:10]=[CH:9][C:3]=1[O:4][CH2:5][C:6]([OH:8])=[O:7] |f:1.2|. Run at time 16 hour.